From a dataset of the Open Reaction Database (ORD), a public repository of structured organic reaction records. describe an organic reaction: reactants, conditions, products, and yield The reactants are C(C)(=O)OCC.CCCCCC (ethyl acetate hexane), NC1=CC=C(C=C1)NC(OCC1=CC=CC=C1)=O (benzyl N-(4-aminophenyl)carbamate), Cl (HCl), NC1=CC(=NC=N1)Cl (6-Amino-4-chloropyrimidine). Solvent: C(C)OCCO (2-ethoxyethanol). Conditions: temperature 120 celsius, time 8 hour. The product is NC1=CC(=NC=N1)NC1=CC=C(C=C1)NC(OCC1=CC=CC=C1)=O (Benzyl N-[4-(6-aminopyrimidin-4-ylamino)phenyl]carbamate). The yield is 46.7%. RXN SMILES: [NH2:1][C:2]1[N:7]=[CH:6][N:5]=[C:4](Cl)[CH:3]=1.[NH2:9][C:10]1[CH:15]=[CH:14][C:13]([NH:16][C:17](=[O:26])[O:18][CH2:19][C:20]2[CH:25]=[CH:24][CH:23]=[CH:22][CH:21]=2)=[CH:12][CH:11]=1.Cl.C(OCC)(=O)C.CCCCCC>C(OCCO)C>[NH2:1][C:2]1[N:7]=[CH:6][N:5]=[C:4]([NH:9][C:10]2[CH:15]=[CH:14][C:13]([NH:16][C:17](=[O:26])[O:18][CH2:19][C:20]3[CH:21]=[CH:22][CH:23]=[CH:24][CH:25]=3)=[CH:12][CH:11]=2)[CH:3]=1 |f:3.4|. Reported procedure: 6-Amino-4-chloropyrimidine (259 mg) was dissolved in 2-ethoxyethanol (10 ml), and then benzyl N-(4-aminophenyl)carbamate (533 mg) and 2 N HCl (2 ml) were added thereto, followed by stirring at 120° C. overnight. The reaction mixture was cooled down to room temperature, and partitioned between ethyl acetate and a saturated aqueous solution of sodium hydrogencarbonate. The organic layer was washed with brine, and dried over anhydrous sodium sulfate. The solvent was evaporated under a reduced press...